This data is from the Open Reaction Database (ORD), a public repository of structured organic reaction records. The task is: describe an organic reaction: reactants, conditions, products, and yield Run at time 1 hour. Reported procedure: In 250 ml of 1N hydrochloric acid and 100 ml of dioxane was dissolved 32.2 g of 2-amino-3,4-diethoxycarbonyl-6-(4-methoxyethoxymethoxyphenyl)pyridine, whereto a solution of 6.9 g (1.3 eq.) of sodium nitrite dissolved in 30 ml of water was added dropwise under ice-cooling. The mixture was stirred for 1 hour and left standing in a refrigerator overnight. The mixture was neutralized with sodium hydrogencarbonate, and dioxane was distilled off, followed by extraction with ethyl acetate. The organic ... Yields the product C(C)OC(=O)C=1C(NC(=CC1C(=O)OCC)C1=CC=C(C=C1)OCOCCOC)=O (3,4-Diethoxycarbonyl-6-(4-methoxyethoxymethoxyphenyl)-2-pyridone). Run in O1CCOCC1 (dioxane), Cl (hydrochloric acid), O1CCOCC1 (dioxane), O (water). Starting materials: NC1=NC(=CC(=C1C(=O)OCC)C(=O)OCC)C1=CC=C(C=C1)OCOCCOC (2-amino-3,4-diethoxycarbonyl-6-(4-methoxyethoxymethoxyphenyl)pyridine), N(=O)[O-].[Na+] (sodium nitrite), C(O)([O-])=O.[Na+] (sodium hydrogencarbonate). Reaction SMILES: N[C:2]1[C:7]([C:8]([O:10][CH2:11][CH3:12])=[O:9])=[C:6]([C:13]([O:15][CH2:16][CH3:17])=[O:14])[CH:5]=[C:4]([C:18]2[CH:23]=[CH:22][C:21]([O:24][CH2:25][O:26][CH2:27][CH2:28][O:29][CH3:30])=[CH:20][CH:19]=2)[N:3]=1.N([O-])=[O:32].[Na+].C(=O)([O-])O.[Na+]>Cl.O1CCOCC1.O>[CH2:11]([O:10][C:8]([C:7]1[C:2](=[O:32])[NH:3][C:4]([C:18]2[CH:23]=[CH:22][C:21]([O:24][CH2:25][O:26][CH2:27][CH2:28][O:29][CH3:30])=[CH:20][CH:19]=2)=[CH:5][C:6]=1[C:13]([O:15][CH2:16][CH3:17])=[O:14])=[O:9])[CH3:12] |f:1.2,3.4|. Reactants: N=1ON=C2C1C=CC=C2C2C=1C(NC(=C2C#N)C2CCNCC2)=NNC1 (4-(2,1,3-Benzoxadiazol-4-yl)-5-cyano-4,7-dihydro-6-(piperidin-4-yl)-2H-pyrazolo[3,4-b]pyridine), C=O (formaldehyde), C(#N)[BH3-].[Na+] (sodium cyanoborohydride), C(C)(=O)O (acetic acid). Solvent: CO (MeOH). Reaction conditions: time 8 hour. The product is N=1ON=C2C1C=CC=C2C2C=1C(NC(=C2C#N)C2CCN(CC2)C)=NNC1 (4-(2,1,3-Benzoxadiazol-4-yl)-5-cyano-4,7-dihydro-6-(1-methylpiperidin-4-yl)-2H-pyrazolo[3,4-b]pyridine). Isolated yield 43.9%. RXN SMILES: [N:1]1[O:2][N:3]=[C:4]2[C:9]([CH:10]3[C:15]([C:16]#[N:17])=[C:14]([CH:18]4[CH2:23][CH2:22][NH:21][CH2:20][CH2:19]4)[NH:13][C:12]4=[N:24][NH:25][CH:26]=[C:11]34)=[CH:8][CH:7]=[CH:6][C:5]=12.C=O.[C:29]([BH3-])#N.[Na+].C(O)(=O)C>CO>[N:1]1[O:2][N:3]=[C:4]2[C:9]([CH:10]3[C:15]([C:16]#[N:17])=[C:14]([CH:18]4[CH2:19][CH2:20][N:21]([CH3:29])[CH2:22][CH2:23]4)[NH:13][C:12]4=[N:24][NH:25][CH:26]=[C:11]34)=[CH:8][CH:7]=[CH:6][C:5]=12 |f:2.3|. Procedure: To a solution of 4-(2,1,3-Benzoxadiazol-4-yl)-5-cyano-4,7-dihydro-6-(piperidin-4-yl)-2H-pyrazolo[3,4-b]pyridine (0.7 g) in MeOH (200 mL) was added 37% formaldehyde (0.18 g), sodium cyanoborohydride (0.19 g) and acetic acid (0.36 g) at room temperature and the mixture was stirred overnight. After alkalification with sodium bicarbonate, the mixture was extracted with ethyl acetate. The solvent was evaporated under reduced pressure and the residue was washed with acetonitrile, and the precipitated ... The reactants are Cc1nsc(NC(=O)CC(C)C)c1C#N, [NH4+], [OH-], OO. Product: Cc1nsc(NC(=O)CC(C)C)c1C(N)=O. As a reaction SMILES: [C:1](#[N:2])[c:3]1[c:4]([CH3:15])[n:5][s:6][c:7]1[NH:8][C:9]([CH2:10][CH:11]([CH3:12])[CH3:13])=[O:14].[NH4+:19].[OH-:18].[OH:16][OH:17]>>[C:1]([NH2:2])([c:3]1[c:4]([CH3:15])[n:5][s:6][c:7]1[NH:8][C:9]([CH2:10][CH:11]([CH3:12])[CH3:13])=[O:14])=[O:16]. The reactants are C(C)#N (acetonitrile), C(C)N1N=C(C(=C1CO)CC1=CC=C(C=C1)C1=C(C=CC=C1)NS(=O)(=O)C(F)(F)F)CCC (N-[4'-[[1-Ethyl-5-(hydroxymethyl)-3-propyl-1H-pyrazol-4-yl]methyl][1,1'-biphenyl]-2-yl]trifluoromethanesulphonamide), C[N+]1(CCOCC1)[O-] (N-methylmorpholine N-oxide), 4A. Reagents/catalysts: [Ru](=O)(=O)(=O)[O-].C(CC)[N+](CCC)(CCC)CCC (Tetra-n-propylammonium perruthenate). Solvent: ClCCl (dichloromethane). The product is C(C)N1N=C(C(=C1C=O)CC1=CC=C(C=C1)C1=C(C=CC=C1)NS(=O)(=O)C(F)(F)F)CCC (N-[4'-[[1-Ethyl-5-formyl-3-propyl-1H-pyrazol-4-yl]methyl][1,1'-biphenyl]-2-yl]trifluoromethanesulphonamide). Yield: 70.1%. Reaction SMILES: [CH2:1]([N:3]1[C:7]([CH2:8][OH:9])=[C:6]([CH2:10][C:11]2[CH:16]=[CH:15][C:14]([C:17]3[CH:22]=[CH:21][CH:20]=[CH:19][C:18]=3[NH:23][S:24]([C:27]([F:30])([F:29])[F:28])(=[O:26])=[O:25])=[CH:13][CH:12]=2)[C:5]([CH2:31][CH2:32][CH3:33])=[N:4]1)[CH3:2].C[N+]1([O-])CCOCC1.C(#N)C>ClCCl.[Ru]([O-])(=O)(=O)=O.C([N+](CCC)(CCC)CCC)CC>[CH2:1]([N:3]1[C:7]([CH:8]=[O:9])=[C:6]([CH2:10][C:11]2[CH:12]=[CH:13][C:14]([C:17]3[CH:22]=[CH:21][CH:20]=[CH:19][C:18]=3[NH:23][S:24]([C:27]([F:29])([F:28])[F:30])(=[O:25])=[O:26])=[CH:15][CH:16]=2)[C:5]([CH2:31][CH2:32][CH3:33])=[N:4]1)[CH3:2] |f:4.5|. Procedure details: Tetra-n-propylammonium perruthenate (46 mg) was added to a mixture of the product of Example 86 (630 mg), N-methylmorpholine N-oxide (0.46 g) and 4A molecular sieves (2.5 g) in dichloromethane (10 ml) and dry acetonitrile (10 ml) and the reaction left for 5 min. The reaction was filtered, solvent removed in vacuo and the residue adsorbed onto silica. The material was purified by chromatography eluting with System A (4:1) to give the title compound as a yellow gum (0.44 g). Reactants: OC1(C(CC(CC1(C)C)O)(C)O)C#CC(CCCCC)O (1-(1,2,4-trihydroxy-2,6,6-trimethylcyclohexyl)-oct-1-yn-3-ol), C1CCOC1 (THF), [H-].[Al+3].[Li+].[H-].[H-].[H-] (lithium aluminum hydride), C1CCOC1 (THF), [OH-].[Na+] (sodium hydroxide). Solvent: O (water), O (water). Conditions: time 15 hour. Yields the product OC1(C(C(CC(C1)O)(C)C)=C=CC(CCCCC)O)C (1-(2,4-dihydroxy-2,6,6-trimethylcyclohexylidene)oct-1-en-3-ol). The yield is 63.0%. RXN SMILES: C1COCC1.[H-].[Al+3].[Li+].[H-].[H-].[H-].O[C:13]1([C:24]#[C:25][CH:26]([OH:32])[CH2:27][CH2:28][CH2:29][CH2:30][CH3:31])[C:18]([CH3:20])([CH3:19])[CH2:17][CH:16]([OH:21])[CH2:15][C:14]1([OH:23])[CH3:22].[OH-].[Na+]>O>[OH:23][C:14]1([CH3:22])[CH2:15][CH:16]([OH:21])[CH2:17][C:18]([CH3:19])([CH3:20])[C:13]1=[C:24]=[CH:25][CH:26]([OH:32])[CH2:27][CH2:28][CH2:29][CH2:30][CH3:31] |f:1.2.3.4.5.6,8.9|. Reported procedure: To 10 ml of an anhydrous THF suspension containing 383 mg of lithium aluminum hydride was slowly added 10 ml of an anhydrous THF solution containing 1.0 g of 1-(1,2,4-trihydroxy-2,6,6-trimethylcyclohexyl)-oct-1-yn-3-ol over 10 minutes under ice-cooling in a nitrogen atmosphere. After the addition, the mixture was placed under refluxing conditions and stirred for 15 hours. After completion of the reaction, the reaction mixture was cooled, and 0.4 ml of water, 0.4 ml of a 15% sodium hydroxide aque... The reactants are FC=1C=C(C2=C(OCCO2)C1)C1NCCC1 (2-(7-fluoro-2,3-dihydrobenzo[b][1,4]dioxin-5-yl)pyrrolidine), BrC1=CC=2N(C=C1)N=CC2C(=O)OCC (Ethyl 5-bromopyrazolo[1,5-a]pyridine-3-carboxylate). Yields the product FC=1C=C(C2=C(OCCO2)C1)C1N(CCC1)C1=CC=2N(C=C1)N=CC2C(=O)OCC (Ethyl 5-(2-(7-fluoro-2,3-dihydrobenzo[b][1,4]dioxin-5-yl)pyrrolidin-1-yl)pyrazolo[1,5-a]pyridine-3-carboxylate). As a reaction SMILES: [F:1][C:2]1[CH:3]=[C:4]([CH:12]2[CH2:16][CH2:15][CH2:14][NH:13]2)[C:5]2[O:10][CH2:9][CH2:8][O:7][C:6]=2[CH:11]=1.Br[C:18]1[CH:23]=[CH:22][N:21]2[N:24]=[CH:25][C:26]([C:27]([O:29][CH2:30][CH3:31])=[O:28])=[C:20]2[CH:19]=1>>[F:1][C:2]1[CH:3]=[C:4]([CH:12]2[CH2:16][CH2:15][CH2:14][N:13]2[C:18]2[CH:23]=[CH:22][N:21]3[N:24]=[CH:25][C:26]([C:27]([O:29][CH2:30][CH3:31])=[O:28])=[C:20]3[CH:19]=2)[C:5]2[O:10][CH2:9][CH2:8][O:7][C:6]=2[CH:11]=1. Procedure details: The title compound (Int-63) was prepared by the method similar to that for Int-84 using 2-(7-fluoro-2,3-dihydrobenzo[b][1,4]dioxin-5-yl)pyrrolidine ((Int-56A) and Ethyl 5-bromopyrazolo[1,5-a]pyridine-3-carboxylate to afford as pale brown solid. LCMS (ESI): m/z 412.85 (M+H). Starting materials: CN(C)C=NS(=O)(=O)c1cc2ccncc2s1, CCOC(C)=O, ClC(Cl)Cl, O=C(OO)c1cccc(Cl)c1. Yields the product CN(C)C=NS(=O)(=O)c1cc2cc[n+]([O-])cc2s1. RXN SMILES: [CH3:1][N:2]([CH:3]=[N:4][S:5](=[O:6])(=[O:7])[c:8]1[cH:9][c:10]2[c:11]([cH:12][n:13][cH:14][cH:15]2)[s:16]1)[CH3:17].[CH3:33][CH2:34][O:35][C:36](=[O:37])[CH3:38].[CH:29]([Cl:30])([Cl:31])[Cl:32].[Cl:18][c:19]1[cH:20][cH:21][cH:22][c:23]([C:24]([O:25][OH:27])=[O:26])[cH:28]1>>[CH3:1][N:2]([CH:3]=[N:4][S:5](=[O:6])(=[O:7])[c:8]1[cH:9][c:10]2[c:11]([cH:12][n+:13]([O-:26])[cH:14][cH:15]2)[s:16]1)[CH3:17].